Dataset: the Open Reaction Database (ORD), a public repository of structured organic reaction records. Task: describe an organic reaction: reactants, conditions, products, and yield Reactants: Cl.C1N(CCC2=CC=CC=C12)CCCCN1C(C2=CC=CC=3C2=C(C1=O)C=CC3)=O (4-(3,4-Dihydro-2(1H)-isoquinolinyl)butyl-1H-benz[de]-isoquinoline-1,3(2H)-dione, hydrochloride), BrCCCCCCN1C(C2=CC=CC=3C2=C(C1=O)C=CC3)=O (2-(6-bromohexyl)-1H-benz[de]isoquinoline-1,3(2H)-dione), BrCCCCN1C(C2=CC=CC=3C2=C(C1=O)C=CC3)=O (2-(4-bromobutyl)-1H-benz[de]isoquinoline-1,3-(2H)-dione). Yields the product Cl.C1N(CCC2=CC=CC=C12)CCCCCCN1C(C2=CC=CC=3C2=C(C1=O)C=CC3)=O (2-[6-(3,4-dihydro-2(1H)-isoquinolinyl)-hexyl]-1H-benz[de]isoquinoline-1,3(2H)-dione, hydrochloride). RXN SMILES: [ClH:1].C1C2C(=CC=CC=2)CCN1CC[CH2:14][CH2:15][N:16]1[C:25](=[O:26])[C:24]2[CH:27]=[CH:28][CH:29]=[C:22]3[C:23]=2[C:18](=[CH:19][CH:20]=[CH:21]3)[C:17]1=[O:30].BrCC[CH2:34][CH2:35][CH2:36][CH2:37][N:38]1[C:47](=O)[C:46]2C=CC=[C:44]3[C:45]=2[C:40](=[CH:41][CH:42]=[CH:43]3)[C:39]1=O.BrCCCCN1C(=O)C2C=CC=C3C=2C(=CC=C3)C1=O>>[ClH:1].[CH2:39]1[C:40]2[C:45](=[CH:44][CH:43]=[CH:42][CH:41]=2)[CH2:46][CH2:47][N:38]1[CH2:37][CH2:36][CH2:35][CH2:34][CH2:14][CH2:15][N:16]1[C:25](=[O:26])[C:24]2[CH:27]=[CH:28][CH:29]=[C:22]3[C:23]=2[C:18](=[CH:19][CH:20]=[CH:21]3)[C:17]1=[O:30] |f:0.1,4.5|. Reported procedure: Following the procedure of part (b) of example 39 but substituting 2-(6-bromohexyl)-1H-benz[de]isoquinoline-1,3(2H)-dione for the 2-(4-bromobutyl)-1H-benz[de]isoquinoline-1,3-(2H)-dione, one obtains 2-[6-(3,4-dihydro-2(1H)-isoquinolinyl)-hexyl]-1H-benz[de]isoquinoline-1,3(2H)-dione, hydrochloride (1:1). Starting materials: ClC=1C=C(C=CC1)C1=NC(NC2=CC=C(C=C12)C(C1=CC=C(C=C1)C)=O)=O (4-(3-chlorophenyl)-6-(4-methylbenzoyl)-2(1H)-quinazolinone), P(=O)(Cl)(Cl)Cl (phosphoryl chloride). Reaction conditions: temperature 100 celsius, time 4 hour. Yields the product ClC1=NC2=CC=C(C=C2C(=N1)C1=CC(=CC=C1)Cl)C(=O)C1=CC=C(C=C1)C ([2-chloro-4-(3-chlorophenyl)-6-quinazolinyl](4-methylphenyl)-methanone). The yield is 70.0%. RXN SMILES: [Cl:1][C:2]1[CH:3]=[C:4]([C:8]2[C:17]3[C:12](=[CH:13][CH:14]=[C:15]([C:18](=[O:26])[C:19]4[CH:24]=[CH:23][C:22]([CH3:25])=[CH:21][CH:20]=4)[CH:16]=3)[NH:11][C:10](=O)[N:9]=2)[CH:5]=[CH:6][CH:7]=1.P(Cl)(Cl)([Cl:30])=O>>[Cl:30][C:10]1[N:9]=[C:8]([C:4]2[CH:5]=[CH:6][CH:7]=[C:2]([Cl:1])[CH:3]=2)[C:17]2[C:12](=[CH:13][CH:14]=[C:15]([C:18]([C:19]3[CH:24]=[CH:23][C:22]([CH3:25])=[CH:21][CH:20]=3)=[O:26])[CH:16]=2)[N:11]=1. Reported procedure: A mixture of intermediate 22 (0.041 mol) in phosphoryl chloride (105 ml) was stirred at 100° C. for 4 hours then cooled. The solvent was evaporated. The residue was taken up DCM. The solvent was evaporated. The residue was taken up in DCM. The mixture was poured out into ice water, basified with K2CO3 10% and extracted. The organic layer was separated, washed with water, dried (MgSO4), filtered and the solvent was evaporated. The residue was crystallized from CH3CN. The precipitate was filtered ...